This data is from the Open Reaction Database (ORD), a public repository of structured organic reaction records. The task is: describe an organic reaction: reactants, conditions, products, and yield Starting materials: Cc1c(NCCOCc2ccncc2)c([N+](=O)[O-])c2nnnn2c1C, CCOCC. Yields the product Cc1c(NCCOCc2ccncc2)c(N)c2nnnn2c1C. As a reaction SMILES: [CH3:1][c:2]1[c:3]([CH3:25])[c:4]([NH:14][CH2:15][CH2:16][O:17][CH2:18][c:19]2[cH:20][cH:21][n:22][cH:23][cH:24]2)[c:5]([N+:11]([O-:12])=[O:13])[c:6]2[n:7]1[n:8][n:9][n:10]2.[CH3:26][CH2:27][O:28][CH2:29][CH3:30]>>[CH3:1][c:2]1[c:3]([CH3:25])[c:4]([NH:14][CH2:15][CH2:16][O:17][CH2:18][c:19]2[cH:20][cH:21][n:22][cH:23][cH:24]2)[c:5]([NH2:11])[c:6]2[n:7]1[n:8][n:9][n:10]2. Reactants: C(#N)C1=CC=C(C=C1)N1N=C(C=C1C1=CC=C(C=C1)SC)C(=O)OCC (ethyl 1-(4-cyanophenyl)-5-[4-(methylthio)phenyl]pyrazole-3-carboxylate), [OH-].[Na+] (sodium hydroxide). Solvent: C(C)O (ethanol), O1CCCC1 (tetrahydrofuran). Reaction conditions: time 3 hour. Yields the product C(#N)C1=CC=C(C=C1)N1N=C(C=C1C1=CC=C(C=C1)SC)C(=O)O (1-(4-cyanophenyl)-5-[4-(methylthio)phenyl]pyrazole-3-carboxylic acid). Isolated yield 96.8%. As a reaction SMILES: [C:1]([C:3]1[CH:8]=[CH:7][C:6]([N:9]2[C:13]([C:14]3[CH:19]=[CH:18][C:17]([S:20][CH3:21])=[CH:16][CH:15]=3)=[CH:12][C:11]([C:22]([O:24]CC)=[O:23])=[N:10]2)=[CH:5][CH:4]=1)#[N:2].[OH-].[Na+]>C(O)C.O1CCCC1>[C:1]([C:3]1[CH:4]=[CH:5][C:6]([N:9]2[C:13]([C:14]3[CH:19]=[CH:18][C:17]([S:20][CH3:21])=[CH:16][CH:15]=3)=[CH:12][C:11]([C:22]([OH:24])=[O:23])=[N:10]2)=[CH:7][CH:8]=1)#[N:2] |f:1.2|. Procedure: A mixture of ethyl 1-(4-cyanophenyl)-5-[4-(methylthio)phenyl]pyrazole-3-carboxylate (2.8 g) and 1N sodium hydroxide (10 ml) in ethanol (50 ml) and tetrahydrofuran (20 ml) was stirred at ambient temperature for 3 hours. The solvent was evaporated, and the residue was dissolved in water, acidified with hydrochloric acid, and extracted with ethyl acetate. The extract was washed with water, dried, and evaporated to give 1-(4-cyanophenyl)-5-[4-(methylthio)phenyl]pyrazole-3-carboxylic acid (2.5 g). Run in CN(C=O)C (dimethylformamide). As a reaction SMILES: Br[CH2:2][C:3]1[CH:4]=[C:5]2[C:28](=[CH:29][CH:30]=1)[C:9]1=[N:10][O:11][C:12]([C:13]3[C:17]([C:18]([F:21])([F:20])[F:19])=[C:16]([C:22]4[CH:27]=[CH:26][CH:25]=[CH:24][CH:23]=4)[O:15][N:14]=3)=[C:8]1[CH2:7][CH2:6]2.[CH2:31]1[C:34]2([C:38](=[O:39])[NH:37][C:36](=[O:40])[NH:35]2)[CH2:33][NH:32]1.C(OC1C=CC(C2ON=C3C4C(CCC=23)=CC(C=C)=CC=4)=C(C(F)(F)F)C=1)(C)C.C(N(CC)C(C)C)(C)C.C(=O)(O)[O-].[Na+]>CN(C)C=O>[C:22]1([C:16]2[O:15][N:14]=[C:13]([C:12]3[O:11][N:10]=[C:9]4[C:28]5[C:5]([CH2:6][CH2:7][C:8]=34)=[CH:4][C:3]([CH2:2][N:32]3[CH2:31][C:34]4([C:38](=[O:39])[NH:37][C:36](=[O:40])[NH:35]4)[CH2:33]3)=[CH:30][CH:29]=5)[C:17]=2[C:18]([F:21])([F:19])[F:20])[CH:27]=[CH:26][CH:25]=[CH:24][CH:23]=1 |f:4.5|. Isolated yield 65.4%. Starting materials: C(C)(C)N(C(C)C)CC (N,N-diisopropylethylamine), BrCC=1C=C2CCC=3C(=NOC3C3=NOC(=C3C(F)(F)F)C3=CC=CC=C3)C2=CC1 (7-(bromomethyl)-3-(5-phenyl-4-(trifluoromethyl)isoxazol-3-yl)-4,5-dihydronaphtho[1,2-c]isoxazole), C1NCC12NC(NC2=O)=O (2,5,7-triazaspiro[3.4]octane-6,8-dione), C(C)(C)OC1=CC(=C(C=C1)C1=C2C(=NO1)C1=CC=C(C=C1CC2)C=C)C(F)(F)F (3-(4-isopropoxy-2-(trifluoromethyl)phenyl)-7-vinyl-4,5-dihydronaphtho[1,2-c]isoxazole), C([O-])(O)=O.[Na+] (sodium bicarbonate). Reported procedure: To a stirred mixture of 7-(bromomethyl)-3-(5-phenyl-4-(trifluoromethyl)isoxazol-3-yl)-4,5-dihydronaphtho[1,2-c]isoxazole (Preparation 6C, 25 mg, 0.053 mmol), 2,5,7-triazaspiro[3.4]octane-6,8-dione, hydrochloric acid (Preparation 17B, 11 mg, 0.079 mmol), and anhydrous dimethylformamide (0.5 mL) was added N,N-diisopropylethylamine (0.046 mL, 0.263 mmol) dropwise at 0° C. The mixture was stirred at 0° C. for 30 min and at room temperature for 80 min. The reaction mixture was concentrated and subjec... Product: C1(=CC=CC=C1)C1=C(C(=NO1)C1=C2C(=NO1)C1=CC=C(C=C1CC2)CN2CC1(C2)NC(NC1=O)=O)C(F)(F)F (2-((3-(5-phenyl-4-(trifluoromethyl)isoxazol-3-yl)-4,5-dihydronaphtho[1,2-c]isoxazol-7-yl)methyl)-2,5,7-triazaspiro[3.4]octane-6,8-dione). Conditions: temperature 0 celsius, time 80 minute. The reactants are N#Cc1ccccc1, N#Cc1ccco1. Yields the product C(#Cc1ccco1)c1ccccc1. Reaction SMILES: [N:8]#[C:9][c:10]1[cH:11][cH:12][cH:13][cH:14][cH:15]1.[o:1]1[c:2]([C:6]#[N:7])[cH:3][cH:4][cH:5]1>>[o:1]1[c:2]([C:6]#[C:9][c:10]2[cH:11][cH:12][cH:13][cH:14][cH:15]2)[cH:3][cH:4][cH:5]1. Starting materials: CC(C)(C)OC(=O)NN, CCOC(C)=O, COc1cc(C=C(CCCCl)C(=O)O)ccc1-n1cnc(C)c1, ClCCl, O. Yields the product COc1cc(C=C(CCCCl)C(=O)NN)ccc1-n1cnc(C)c1. As a reaction SMILES: [C:24]([NH:25][NH2:26])([O:27][C:28]([CH3:29])([CH3:30])[CH3:31])=[O:32].[CH3:34][CH2:35][O:36][C:37](=[O:38])[CH3:39].[Cl:1][CH2:2][CH2:3][CH2:4][C:5]([C:6](=[O:7])[OH:8])=[CH:9][c:10]1[cH:11][c:12]([O:22][CH3:23])[c:13](-[n:16]2[cH:17][n:18][c:19]([CH3:21])[cH:20]2)[cH:14][cH:15]1.[Cl:40][CH2:41][Cl:42].[OH2:33]>>[Cl:1][CH2:2][CH2:3][CH2:4][C:5]([C:6](=[O:7])[NH:25][NH2:26])=[CH:9][c:10]1[cH:11][c:12]([O:22][CH3:23])[c:13](-[n:16]2[cH:17][n:18][c:19]([CH3:21])[cH:20]2)[cH:14][cH:15]1. The reactants are COC(=O)Cc1ccc(OC)c(Oc2ccc(Br)cc2CN2C(=O)OC(c3ccccc3)C2C)c1, OB(O)c1ccccc1. The product is COc1ccc(CC(=O)O)cc1Oc1ccc(Br)cc1CN1C(=O)OC(c2ccccc2)C1C. As a reaction SMILES: [CH3:1][O:2][C:3]([CH2:4][c:5]1[cH:6][c:7]([O:13][c:14]2[c:15]([CH2:21][N:22]3[C:23](=[O:34])[O:24][CH:25]([c:28]4[cH:29][cH:30][cH:31][cH:32][cH:33]4)[CH:26]3[CH3:27])[cH:16][c:17]([Br:20])[cH:18][cH:19]2)[c:8]([O:11][CH3:12])[cH:9][cH:10]1)=[O:35].[OH:36][B:37]([c:38]1[cH:39][cH:40][cH:41][cH:42][cH:43]1)[OH:44]>>[O:2]=[C:3]([CH2:4][c:5]1[cH:6][c:7]([O:13][c:14]2[c:15]([CH2:21][N:22]3[C:23](=[O:34])[O:24][CH:25]([c:28]4[cH:29][cH:30][cH:31][cH:32][cH:33]4)[CH:26]3[CH3:27])[cH:16][c:17]([Br:20])[cH:18][cH:19]2)[c:8]([O:11][CH3:12])[cH:9][cH:10]1)[OH:35]. Reactants: C([O-])(O)=O.[Na+] (sodium bicarbonate), P(=O)(Cl)(Cl)Cl (phosphorus oxychloride), C(C)(C)(CC)OC(=O)NC=1SC=C(N1)C(C(=O)O)=O (2-(2-tert-pentyloxycarbonylamino-1,3-thiazol-4-yl)glyoxylic acid), C(C)(C)(CC)OC(=O)N=C1SC=C(N1)C(C(=O)O)=O (2-(2-tert-pentyloxycarbonylimino-2,3-dihydro-1,3-thiazol-4-yl)glyoxylic acid), CC1=NN=C(S1)SCC=1CS[C@H]2N(C1C(=O)O)C(C2N)=O (3-(5-methyl-1,3,4-thiadiazol-2-yl)thiomethyl-7-amino-3-cephem-4-carboxylic acid), C[Si](C)(C)C(C(=O)N)[Si](C)(C)C (bis(trimethylsilyl)acetamide). Solvent: C(C)(=O)OCC (ethyl acetate), CN(C=O)C (dimethylformamide), C(C)(=O)OCC (ethyl acetate). Run at temperature -20 celsius. Product: CC1=NN=C(S1)SCC=1CS[C@H]2N(C1C(=O)O)C(C2NC(C(=O)C=2N=C(SC2)NC(=O)OC(C)(C)CC)=O)=O (3-(5-methyl-1,3,4-thiadiazol-2-yl)thiomethyl-7-[2-(2-tert-pentyloxycarbonylamino-1,3-thiazol-4-yl)glyoxylamido]-3-cephem-4-carboxylic acid). RXN SMILES: P(Cl)(Cl)(Cl)=O.[C:6]([O:11][C:12]([NH:14][C:15]1[S:16][CH:17]=[C:18]([C:20](=[O:24])[C:21]([OH:23])=O)[N:19]=1)=[O:13])([CH2:9][CH3:10])([CH3:8])[CH3:7].[CH3:25][C:26]1[S:30][C:29]([S:31][CH2:32][C:33]2[CH2:34][S:35][C@@H:36]3[CH:43]([NH2:44])[C:42](=[O:45])[N:37]3[C:38]=2[C:39]([OH:41])=[O:40])=[N:28][N:27]=1.C[Si](C([Si](C)(C)C)C(N)=O)(C)C.C(=O)(O)[O-].[Na+]>C(OCC)(=O)C.CN(C)C=O>[CH3:25][C:26]1[S:30][C:29]([S:31][CH2:32][C:33]2[CH2:34][S:35][C@@H:36]3[CH:43]([NH:44][C:21](=[O:23])[C:20]([C:18]4[N:19]=[C:15]([NH:14][C:12]([O:11][C:6]([CH2:9][CH3:10])([CH3:7])[CH3:8])=[O:13])[S:16][CH:17]=4)=[O:24])[C:42](=[O:45])[N:37]3[C:38]=2[C:39]([OH:41])=[O:40])=[N:28][N:27]=1 |f:4.5|. Reported procedure: To dimethylformamide (2.25 g.) was dropwise added phosphorus oxychloride (2.36 g.) under stirring and ice-cooling, and the mixture was stirred for 30 minutes at 40° C. To the mixture was added ethyl acetate (50 ml.), and the mixture was cooled to -20° C. To the mixture was gradually added 2-(2-tert-pentyloxycarbonylamino-1,3-thiazol-4-yl)glyoxylic acid, which can be represented as 2-(2-tert-pentyloxycarbonylimino-2,3-dihydro-1,3-thiazol-4-yl)glyoxylic acid, (4.00 g.) over about 5 minutes at -20°...